Task: describe an organic reaction: reactants, conditions, products, and yield. Dataset: the Open Reaction Database (ORD), a public repository of structured organic reaction records Product: FC(OC1=CC=C(C=C1)C(N1CCN(CC1)CC(COC1=C2C=C(NC2=CC=C1)C#N)O)C1=CC=CC=C1)F (4-(3-(4-((4-Difluoromethoxyphenyl)phenylmethyl)piperazin-1-yl)-2-hydroxypropoxy)-1H-indole-2-carbonitrile). The solvent is CO (methanol). The reactants are O1C(COC2=C3C=C(NC3=CC=C2)C#N)C1 (4-(2,3-epoxypropoxy)-1H-indole-2-carbonitrile), FC(OC1=CC=C(C=C1)C(N1CCNCC1)C1=CC=CC=C1)F (1-((4-difluoromethoxyphenyl)phenylmethyl)piperazine). Procedure: 2.5 g of 4-(2,3-epoxypropoxy)-1H-indole-2-carbonitrile and 3.7 g of 1-((4-difluoromethoxyphenyl)phenylmethyl)piperazine are dissolved in 50 ml of methanol and heated for 3 hours under reflux. The mixture is then concentrated to dryness in vacuo and the residue is triturated with hexane, filtered off with suction and purified by column chromatography on silica gel (eluent: chloroform/methanol 40:2). As a reaction SMILES: [O:1]1[CH2:16][CH:2]1[CH2:3][O:4][C:5]1[CH:13]=[CH:12][CH:11]=[C:10]2[C:6]=1[CH:7]=[C:8]([C:14]#[N:15])[NH:9]2.[F:17][CH:18]([F:39])[O:19][C:20]1[CH:25]=[CH:24][C:23]([CH:26]([C:33]2[CH:38]=[CH:37][CH:36]=[CH:35][CH:34]=2)[N:27]2[CH2:32][CH2:31][NH:30][CH2:29][CH2:28]2)=[CH:22][CH:21]=1>CO>[F:39][CH:18]([F:17])[O:19][C:20]1[CH:21]=[CH:22][C:23]([CH:26]([C:33]2[CH:34]=[CH:35][CH:36]=[CH:37][CH:38]=2)[N:27]2[CH2:32][CH2:31][N:30]([CH2:16][CH:2]([OH:1])[CH2:3][O:4][C:5]3[CH:13]=[CH:12][CH:11]=[C:10]4[C:6]=3[CH:7]=[C:8]([C:14]#[N:15])[NH:9]4)[CH2:29][CH2:28]2)=[CH:24][CH:25]=1. Reactants: Cl (HCl), FC1=CC=C(OC[C@@H]2CC[C@@H]3N(CCNC3)C2)C=C1 ((7R,9aS)-7-(4-fluorophenoxy)methyl-2,3,4,6,7,8,9,9a-octahydro-1H-pyrido[1,2-a]pyrazine), FC1=CC=C(C=C1)[N+](=O)[O-] (4-fluoronitrobenzene), C([O-])([O-])=O.[Na+].[Na+] (sodium carbonate). Solvent: CS(=O)C (DMSO). Conditions: temperature 95 celsius. The product is FC1=CC=C(OC[C@@H]2CC[C@@H]3N(CCN(C3)C3=CC=C(C=C3)[N+](=O)[O-])C2)C=C1 ((7R,9aS)-7-(4-fluorophenoxy)methyl-2-(4-nitrophenyl)-2,3,4,6,7,8,9,9a-octahydro-1H-pyrido[1,2-a]pyrazine). Yield: 84.3%. RXN SMILES: [F:1][C:2]1[CH:19]=[CH:18][C:5]([O:6][CH2:7][C@H:8]2[CH2:17][N:12]3[CH2:13][CH2:14][NH:15][CH2:16][C@@H:11]3[CH2:10][CH2:9]2)=[CH:4][CH:3]=1.F[C:21]1[CH:26]=[CH:25][C:24]([N+:27]([O-:29])=[O:28])=[CH:23][CH:22]=1.C(=O)([O-])[O-].[Na+].[Na+].Cl>CS(C)=O>[F:1][C:2]1[CH:3]=[CH:4][C:5]([O:6][CH2:7][C@H:8]2[CH2:17][N:12]3[CH2:13][CH2:14][N:15]([C:21]4[CH:26]=[CH:25][C:24]([N+:27]([O-:29])=[O:28])=[CH:23][CH:22]=4)[CH2:16][C@@H:11]3[CH2:10][CH2:9]2)=[CH:18][CH:19]=1 |f:2.3.4|. Procedure details: A mixture of 0.500 g (1.89 mmol) of (7R,9aS)-7-(4-fluorophenoxy)methyl-2,3,4,6,7,8,9,9a-octahydro-1H-pyrido[1,2-a]pyrazine (Preparation 8), 0.400 g (2.84 mmol) of 4-fluoronitrobenzene and 0.401 g (3.78 mmol) of sodium carbonate in 15 mL of DMSO was heated at 95° C. for 16 h. The mixture was cooled to room temperature, acidified with 1M HCl, washed with ethyl ether (3×), basified with conc. ammonium hydroxide and extracted with ethyl acetate (3×). The combined organic layers were washed with wate... The reactants are NCCS(=O)(=O)O.C(CCC)[N+](CCCC)(CCCC)CCCC (tetrabutylammonium taurine), C(=O)(OC(C)(C)C)N(CC(=O)O)C1=CC=C(C=C1)O (N-Boc-4-hydroxyphenylglycine), CN(C)C(=[N+](C)C)ON1C2=C(C=CC=C2)N=N1.[B-](F)(F)(F)F (TBTU). Run in CN(C)C=O (DMF), CN(C)C=O (DMF). Conditions: time 2 hour. The product is N[C@@H](C(=O)NCCS(=O)(=O)O)C1=CC=C(C=C1)O (2-{[(2R)-2-Amino-2-(4-hydroxyphenyl)ethanoyl]amino}ethanesulphonic acid). As a reaction SMILES: C(N([C:13]1[CH:18]=[CH:17][C:16]([OH:19])=[CH:15][CH:14]=1)CC(O)=O)(OC(C)(C)C)=O.[NH2:20][CH2:21][CH2:22][S:23]([OH:26])(=[O:25])=[O:24].[CH2:27]([N+:31](CCCC)(CCCC)CCCC)[CH2:28]CC.CN(C([O:51]N1N=NC2C=CC=CC1=2)=[N+](C)C)C.[B-](F)(F)(F)F>CN(C=O)C>[NH2:31][C@H:27]([C:13]1[CH:14]=[CH:15][C:16]([OH:19])=[CH:17][CH:18]=1)[C:28]([NH:20][CH2:21][CH2:22][S:23]([OH:26])(=[O:25])=[O:24])=[O:51] |f:1.2,3.4|. Reported procedure: N-Boc-4-hydroxyphenylglycine (1.00 g, 3.21 mmol) was dissolved in DMF (5 ml) and tetrabutylammonium taurine (2.36 g, 6.42 mmol) was added together with additionally 5 ml DMF. The resulting suspension was cooled on ice and TBTU (1.24 g, 3.85 mmol) was added. The ice bath was removed after 30 min and the mixture was stirred for 2 hours before it was filtered and concentrated. TFA in DCM (20%, 20 ml) was added and the reaction mixture was stirred overnight. Ethanol (20 ml) was added and the solvent...